Dataset: the Open Reaction Database (ORD), a public repository of structured organic reaction records. Task: describe an organic reaction: reactants, conditions, products, and yield The reactants are C(C=C)NCC=C (diallylamine), C1(\C=C/C(=O)O1)=O (maleic anhydride). Run in C1(=CC=CC=C1)C (toluene). Yields the product C(C=C)N(C(\C=C/C(=O)O)=O)CC=C (N,N-diallylmaleamic acid). As a reaction SMILES: [CH2:1]([NH:4][CH2:5][CH:6]=[CH2:7])[CH:2]=[CH2:3].[C:8]1(=[O:14])[O:13][C:11](=[O:12])[CH:10]=[CH:9]1>C1(C)C=CC=CC=1>[CH2:1]([N:4]([CH2:5][CH:6]=[CH2:7])[C:8](=[O:14])/[CH:9]=[CH:10]\[C:11]([OH:13])=[O:12])[CH:2]=[CH2:3]. Procedure: The reaction of equimolar amounts of diallylamine with maleic anhydride in toluene at temperatures below 40° C. gives a quantitative conversion to the N,N-diallylmaleamic acid (I). ##STR14## The reactants are CCCCBr, N#CCc1ccc(Br)cc1Br, CN(C)C=O, [H-], [Na+], c1ccccc1. Yields the product CCCCC(C#N)c1ccc(Br)cc1Br. Reaction SMILES: [Br:19][CH2:20][CH2:21][CH2:22][CH3:23].[Br:1][c:2]1[c:3]([CH2:9][C:10]#[N:11])[cH:4][cH:5][c:6]([Br:8])[cH:7]1.[CH3:12][N:13]([CH3:14])[CH:15]=[O:16].[H-:17].[Na+:18].[cH:24]1[cH:25][cH:26][cH:27][cH:28][cH:29]1>>[Br:1][c:2]1[c:3]([CH:9]([C:10]#[N:11])[CH2:20][CH2:21][CH2:22][CH3:23])[cH:4][cH:5][c:6]([Br:8])[cH:7]1. Reactants: N#Cc1ccc2sc(C(=O)O)cc2c1, CC(C)(C)OC(=O)COc1ccc(N)cc1. The product is CC(C)(C)OC(=O)COc1ccc(NC(=O)c2cc3cc(C#N)ccc3s2)cc1. As a reaction SMILES: [C:1](#[N:2])[c:3]1[cH:4][c:5]2[c:6]([s:7][c:8]([C:10](=[O:11])[OH:12])[cH:9]2)[cH:13][cH:14]1.[NH2:15][c:16]1[cH:17][cH:18][c:19]([O:20][CH2:21][C:22](=[O:23])[O:24][C:25]([CH3:26])([CH3:27])[CH3:28])[cH:29][cH:30]1>>[C:1](#[N:2])[c:3]1[cH:4][c:5]2[c:6]([s:7][c:8]([C:10](=[O:12])[NH:15][c:16]3[cH:17][cH:18][c:19]([O:20][CH2:21][C:22](=[O:23])[O:24][C:25]([CH3:26])([CH3:27])[CH3:28])[cH:29][cH:30]3)[cH:9]2)[cH:13][cH:14]1. Starting materials: C(C)(=O)[O-].[Na+] (sodium acetate), Cl.C(#N)C1=CC=C(C=C1)NN (4-cyanophenylhydrazine hydrochloride). Run in C(C)(=O)O (acetic acid). Conditions: temperature 80 celsius. Product: C(#N)C1=CC=C(C=C1)NNC(C)=O (N′-(4-Cyanophenyl)acetohydrazide). Isolated yield 92.9%. RXN SMILES: [C:1]([O-:4])(=O)[CH3:2].[Na+].Cl.[C:7]([C:9]1[CH:14]=[CH:13][C:12]([NH:15][NH2:16])=[CH:11][CH:10]=1)#[N:8]>C(O)(=O)C>[C:7]([C:9]1[CH:14]=[CH:13][C:12]([NH:15][NH:16][C:1](=[O:4])[CH3:2])=[CH:11][CH:10]=1)#[N:8] |f:0.1,2.3|. Procedure: 2.7 g of sodium acetate are added to a solution of 5 g of 4-cyanophenylhydrazine hydrochloride in 40 ml of acetic acid and the mixture is then heated at 80° C. for 20 hours. The reaction mixture is concentrated under vacuum, the residue is taken up with water, the product is extracted with EtOAc, the organic phase is washed with a saturated NaCl solution and dried over MgSO4, and the solvent is evaporated off under vacuum. The residue is triturated in a PE/EtOAc (90/10; v/v) mixture and the prec... Reactants: C1(=CC(=CC=C1)C1=CC=C(C=N1)NC(C)=O)C (N-(6-m-tolylpyridine-3-yl)acetamide), F[B-](F)(F)F.ClC1=CC=C(C=C1)[I+]C1=C(C=C(C=C1C)C)C ((4-chlorophenyl)(2,4,6-trimethylphenyl)iodonium tetrafluoroborate), F[B-](F)(F)F.ClC1=CC=C(C=C1)[I+]C1=C(C=C(C=C1C)C)C ((4-Chlorophenyl)(2,4,6-trimethylphenyl)iodonium tetrafluoroborate). Reagents/catalysts: C(C)(=O)[O-].[Pd+2].C(C)(=O)[O-] (palladium acetate). The solvent is C(C)(=O)O (acetic acid). Run at time 2 hour. Product: ClC1=CC=C(C=C1)C1=C(C=C(C=C1)C)C1=CC=C(C=N1)N (6-(4′-Chloro-4-methylbiphenyl-2-yl)pyridine-3-ylamine). The yield is 72.5%. RXN SMILES: [C:1]1([CH3:17])[CH:6]=[CH:5][CH:4]=[C:3]([C:7]2[N:12]=[CH:11][C:10]([NH:13]C(=O)C)=[CH:9][CH:8]=2)[CH:2]=1.F[B-](F)(F)F.[Cl:23][C:24]1[CH:29]=[CH:28][C:27]([I+]C2C(C)=CC(C)=CC=2C)=[CH:26][CH:25]=1>C([O-])(=O)C.[Pd+2].C([O-])(=O)C.C(O)(=O)C>[Cl:23][C:24]1[CH:29]=[CH:28][C:27]([C:4]2[CH:5]=[CH:6][C:1]([CH3:17])=[CH:2][C:3]=2[C:7]2[N:12]=[CH:11][C:10]([NH2:13])=[CH:9][CH:8]=2)=[CH:26][CH:25]=1 |f:1.2,3.4.5|. Reported procedure: To acetic acid (17 ml), N-(6-m-tolylpyridine-3-yl)acetamide (0.50 g, 2.2 mmol), (4-chlorophenyl)(2,4,6-trimethylphenyl)iodonium tetrafluoroborate (1.13 g, 2.5 mmol) synthesized in (ii) and palladium acetate (0.025 g, 0.11 mmol) were added, and reacted at 100° C. for 1 hour. The solvent was distilled off under reduced pressure, and the residue was purified by column chromatography. The solvent was distilled off under reduced pressure. Methanol and 35% hydrochloric acid were added, and the hydroly... Yields the product CCCC(=O)c1cnc2ccc(O)cc2c1Nc1ccc(O)cc1C. As a reaction SMILES: [C:1]([CH2:2][CH2:3][CH3:4])(=[O:5])[c:6]1[cH:7][n:8][c:9]2[cH:10][cH:11][c:12]([OH:17])[cH:13][c:14]2[c:15]1[Cl:16].[NH2:18][c:19]1[c:20]([CH3:26])[cH:21][c:22]([OH:25])[cH:23][cH:24]1.[O:27]1[CH2:28][CH2:29][O:30][CH2:31][CH2:32]1>>[C:1]([CH2:2][CH2:3][CH3:4])(=[O:5])[c:6]1[cH:7][n:8][c:9]2[cH:10][cH:11][c:12]([OH:17])[cH:13][c:14]2[c:15]1[NH:18][c:19]1[c:20]([CH3:26])[cH:21][c:22]([OH:25])[cH:23][cH:24]1. Reactants: CCCC(=O)c1cnc2ccc(O)cc2c1Cl, Cc1cc(O)ccc1N, C1COCCO1. The reactants are CCOC(=O)C (EtOAc), TEA, FC(S(=O)(=O)OC1=CC2=C(C3(C(CCC2)CC2(OCCO2)CC3)CC)C=C1)(F)F (rac-(4aR,11bS)-11b-ethyl-1,2,4,4a,5,6,7,11b-octahydrospiro[dibenzo[a,c][7]annulene-3,2′-[1,3]dioxolan]-9-yl trifluoromethanesulfonate), C(C1=CC=CC=C1)(C1=CC=CC=C1)=N (benzophenone imine), C([O-])([O-])=O.[Cs+].[Cs+] (cesium carbonate). The reagents and catalysts are C(C)(=O)[O-].[Pd+2].C(C)(=O)[O-] (palladium(II) acetate), CC1(C2=C(C(=CC=C2)P(C3=CC=CC=C3)C4=CC=CC=C4)OC5=C(C=CC=C51)P(C6=CC=CC=C6)C7=CC=CC=C7)C (Xantphos). Run in O1CCOCC1 (Dioxane). Reaction conditions: temperature 80 celsius, time 10 minute. The product is C1(=CC=CC=C1)C(=NC1=CC2=C(C3(C(CCC2)CC2(OCCO2)CC3)CC)C=C1)C1=CC=CC=C1 (rac-(4aR,11bS)—N-(diphenylmethylene)-11b-ethyl-1,2,4,4a,5,6,7,11b-octahydrospiro[dibenzo[a,c][7]annulene-3,2′-[1,3]-dioxolan]-9-amine). Isolated yield 80.9%. As a reaction SMILES: C(=O)([O-])[O-].[Cs+].[Cs+].FC(F)(F)S(O[C:13]1[CH:33]=[CH:32][C:16]2[C:17]3([CH2:30][CH3:31])[CH2:29][CH2:28][C:23]4([O:27][CH2:26][CH2:25][O:24]4)[CH2:22][CH:18]3[CH2:19][CH2:20][CH2:21][C:15]=2[CH:14]=1)(=O)=O.[C:36](=[NH:49])([C:43]1[CH:48]=[CH:47][CH:46]=[CH:45][CH:44]=1)[C:37]1[CH:42]=[CH:41][CH:40]=[CH:39][CH:38]=1.CCOC(C)=O>O1CCOCC1.C([O-])(=O)C.[Pd+2].C([O-])(=O)C.CC1(C)C2C(=C(P(C3C=CC=CC=3)C3C=CC=CC=3)C=CC=2)OC2C(P(C3C=CC=CC=3)C3C=CC=CC=3)=CC=CC1=2>[C:37]1([C:36]([C:43]2[CH:44]=[CH:45][CH:46]=[CH:47][CH:48]=2)=[N:49][C:13]2[CH:33]=[CH:32][C:16]3[C:17]4([CH2:30][CH3:31])[CH2:29][CH2:28][C:23]5([O:24][CH2:25][CH2:26][O:27]5)[CH2:22][CH:18]4[CH2:19][CH2:20][CH2:21][C:15]=3[CH:14]=2)[CH:42]=[CH:41][CH:40]=[CH:39][CH:38]=1 |f:0.1.2,7.8.9|. Procedure details: A reaction vial equipped with septa cap fitted with nitrogen inlet needle was charged with palladium(II) acetate (0.029 g, 0.128 mmol), cesium carbonate (1.460 g, 4.48 mmol) and Xantphos (0.111 g, 0.192 mmol). The vial was purged with nitrogen and 1,4-dioxane (8.7 mL) was added. The suspension was allowed to stir at about rt for about 10 min then TEA (0.027 ml, 0.192 mmol) was added dropwise. The mixture was stirred at rt for about 10 min and heated to about 80° C. for about 10 min. To the mixtu...